Dataset: the Open Reaction Database (ORD), a public repository of structured organic reaction records. Task: describe an organic reaction: reactants, conditions, products, and yield The product is BrCC(=O)C1(C(C2=CC=CC=C2C1)C)CC (2-Bromo-1-(2,3-dihydro-2-ethyl-1-methyl-1H-inden-2-yl)ethanone). Run in C(Cl)Cl (methylene chloride). Yield: 65.0%. Starting materials: C(C)C1(C(C2=CC=CC=C2C1)C)C(C)=O (1-(2,3-dihydro-2-ethyl-1-methyl-1H-inden-2-yl)ethanone), BrBr (bromine). RXN SMILES: [CH2:1]([C:3]1([C:13](=[O:15])[CH3:14])[CH2:11][C:10]2[C:5](=[CH:6][CH:7]=[CH:8][CH:9]=2)[CH:4]1[CH3:12])[CH3:2].[Br:16]Br>C(Cl)Cl>[Br:16][CH2:14][C:13]([C:3]1([CH2:1][CH3:2])[CH2:11][C:10]2[C:5](=[CH:6][CH:7]=[CH:8][CH:9]=2)[CH:4]1[CH3:12])=[O:15]. Procedure: 2-Bromo-1-(2,3-dihydro-2-ethyl-1-methyl-1H-inden-2-yl)ethanone is prepared from 1-(2,3-dihydro-2-ethyl-1-methyl-1H-inden-2-yl)ethanone (21.6 g) by treatment with bromine (17.6 g) in methylene chloride (300 ml). Yield 65%. Starting materials: Cl (HCl), O1CCOCC1 (dioxane), CC=1C(=NC=CC1)OC=1C=C(C=C2CCN(CC2)C(=O)OC(C)(C)C)C=CC1 (tert-Butyl 4-(3-(3-methylpyridin-2-yloxy)benzylidene)piperidine-1-carboxylate). The solvent is C(Cl)Cl (CH2Cl2). Yields the product Cl.CC=1C(=NC=CC1)OC1=CC(=CC=C1)C=C1CCNCC1 (3-Methyl-2-(3-(piperidin-4-ylidenemethyl)phenoxy)pyridine hydrochloride). As a reaction SMILES: [CH3:1][C:2]1[C:3]([O:8][C:9]2[CH:10]=[C:11]([CH:26]=[CH:27][CH:28]=2)[CH:12]=[C:13]2[CH2:18][CH2:17][N:16](C(OC(C)(C)C)=O)[CH2:15][CH2:14]2)=[N:4][CH:5]=[CH:6][CH:7]=1.[ClH:29].O1CCOCC1>C(Cl)Cl>[ClH:29].[CH3:1][C:2]1[C:3]([O:8][C:9]2[CH:28]=[CH:27][CH:26]=[C:11]([CH:12]=[C:13]3[CH2:18][CH2:17][NH:16][CH2:15][CH2:14]3)[CH:10]=2)=[N:4][CH:5]=[CH:6][CH:7]=1 |f:4.5|. Procedure: tert-Butyl 4-(3-(3-methylpyridin-2-yloxy)benzylidene)piperidine-1-carboxylate (3.9 g, 10 mmol) from Step 4 was dissolved in CH2Cl2 (50 mL) and treated with HCl in dioxane (20 mL, 4.0 M, 80 mmol). After 16 h the reaction was concentrated in vacuo to provide the title compound as a white solid (3.6 g).